Dataset: the Open Reaction Database (ORD), a public repository of structured organic reaction records. Task: describe an organic reaction: reactants, conditions, products, and yield Conditions: temperature 60 celsius, time 8 hour. Procedure details: A mixture of 5-methyl-thiophene-2-carboxaldehyde (30 g; 0.237 mole) and aminoacetaldehyde dimethylacetal (27.4 g; 0.261 mole) in benzene (250 ml) is refluxed for 2 hours in a flask provided with a Dean-Stark water separator with overhead condenser. After evaporating to dryness, the residue is dissolved in ethanol (250 ml). Sodium borohydride (13.5 g; 0.355 mole) is added portionwise, and the resulting material is left aside overnight at room temperature. Excess sodium borohydride is destroyed by... Isolated yield 90.0%. Solvent: C1=CC=CC=C1 (benzene). The product is OC1C2=C(CNC1)SC(=C2)C (4-hydroxy-2-methyl-4,5,6,7-tetrahydrothieno[2,3-c]pyridine). Reaction SMILES: [CH3:1][C:2]1[S:6][C:5]([CH:7]=O)=[CH:4][CH:3]=1.C[O:10][CH:11](OC)[CH2:12][NH2:13].O.[BH4-].[Na+]>C1C=CC=CC=1>[OH:10][CH:11]1[CH2:12][NH:13][CH2:7][C:5]2[S:6][C:2]([CH3:1])=[CH:3][C:4]1=2 |f:3.4|. Starting materials: [BH4-].[Na+] (Sodium borohydride), CC1=CC=C(S1)C=O (5-methyl-thiophene-2-carboxaldehyde), COC(CN)OC (aminoacetaldehyde dimethylacetal), O (water). The reactants are ClCCl, CCN(C(C)C)C(C)C, [Cl-], CC(C)c1cc(Oc2c(Cl)cc(-n3nc(C#N)c(=O)[nH]c3=O)cc2Cl)nn(CO)c1=O, [NH4+], O=C1CCC(=O)O1. The product is CC(C)c1cc(Oc2c(Cl)cc(-n3nc(C#N)c(=O)[nH]c3=O)cc2Cl)nn(COC(=O)CCC(=O)O)c1=O. RXN SMILES: [CH2:50]([Cl:51])[Cl:52].[CH:39]([N:40]([CH2:41][CH3:42])[CH:43]([CH3:44])[CH3:45])([CH3:46])[CH3:47].[Cl-:48].[Cl:1][c:2]1[cH:3][c:4](-[n:22]2[n:23][c:24]([C:30]#[N:31])[c:25](=[O:29])[nH:26][c:27]2=[O:28])[cH:5][c:6]([Cl:21])[c:7]1[O:8][c:9]1[n:10][n:11]([CH2:19][OH:20])[c:12](=[O:18])[c:13]([CH:15]([CH3:16])[CH3:17])[cH:14]1.[NH4+:49].[O:32]=[C:33]1[CH2:34][CH2:35][C:36](=[O:37])[O:38]1>>[Cl:1][c:2]1[cH:3][c:4](-[n:22]2[n:23][c:24]([C:30]#[N:31])[c:25](=[O:29])[nH:26][c:27]2=[O:28])[cH:5][c:6]([Cl:21])[c:7]1[O:8][c:9]1[n:10][n:11]([CH2:19][O:20][C:36]([CH2:35][CH2:34][C:33](=[O:32])[OH:38])=[O:37])[c:12](=[O:18])[c:13]([CH:15]([CH3:16])[CH3:17])[cH:14]1. Reactants: CC1=C(N=CN1C(C1=CC=CC=C1)(C1=CC=CC=C1)C1=CC=CC=C1)C=O (5-methyl-1-(triphenylmethyl)-1H-imidazole-4-carboxaldehyde), S(O)(O)(=O)=O (sulphuric acid), O1CCCC1.C(C)(C)[N-]C(C)C.[Li+] (Lithium diisopropylamide mono(tetrahydrofuran)), C1(CCCC=2SC3=C(C21)C=CC=C3)=O (3,4-dihydro-1(2H)-dibenzothiophenone), resultant solution. Run in FC(C(=O)O)(F)F (trifluoroacetic acid), C1CCOC1 (THF). Conditions: time 1.5 hour. The product is CC1=C(N=CN1)\C=C/1\C(C2=C(SC3=C2C=CC=C3)CC1)=O ((E)-3,4-Dihydro-2-[(5-methyl-1H-imidazol-4-yl)methylene]-1(2H)-dibenzothiophenone). Yield: 44.5%. As a reaction SMILES: O1CCCC1.C([N-]C(C)C)(C)C.[Li+].[C:14]1(=[O:27])[C:22]2[C:21]3[CH:23]=[CH:24][CH:25]=[CH:26][C:20]=3[S:19][C:18]=2[CH2:17][CH2:16][CH2:15]1.[CH3:28][C:29]1[N:33](C(C2C=CC=CC=2)(C2C=CC=CC=2)C2C=CC=CC=2)[CH:32]=[N:31][C:30]=1[CH:53]=O.S(=O)(=O)(O)O>C1COCC1.FC(F)(F)C(O)=O>[CH3:28][C:29]1[NH:33][CH:32]=[N:31][C:30]=1/[CH:53]=[C:15]1/[C:14](=[O:27])[C:22]2[C:21]3[CH:23]=[CH:24][CH:25]=[CH:26][C:20]=3[S:19][C:18]=2[CH2:17][CH2:16]/1 |f:0.1.2|. Reported procedure: Lithium diisopropylamide mono(tetrahydrofuran) (1.5M in cyclohexane; 3.6 ml) was added dropwise to a solution of 3,4-dihydro-1(2H)-dibenzothiophenone (1.0 g) in dry THF (30 ml) at -65°. The resultant solution was stirred at -65° for 1 h and 5-methyl-1-(triphenylmethyl)-1H-imidazole-4-carboxaldehyde (1.9 g) was then added. The reaction mixture was stirred for a further 1.5 h, whilst it was allowed to warm to 0°. The solution was quenched with acetic acid (6 ml) and the resultant suspension was tr...